This data is from the Open Reaction Database (ORD), a public repository of structured organic reaction records. The task is: describe an organic reaction: reactants, conditions, products, and yield The reactants are COc1cc(C(Nc2ccc(-c3noc(C)n3)cc2)C(=N)SC)cc2c1OCOC2, CCOC(C)=O. Product: COc1cc(C(=Nc2ccc(-c3noc(C)n3)cc2)C(=N)SC)cc2c1OCOC2. RXN SMILES: [CH3:1][S:2][C:3]([CH:4]([NH:5][c:6]1[cH:7][cH:8][c:9](-[c:12]2[n:13][o:14][c:15]([CH3:17])[n:16]2)[cH:10][cH:11]1)[c:18]1[cH:19][c:20]([O:28][CH3:29])[c:21]2[c:22]([cH:27]1)[CH2:23][O:24][CH2:25][O:26]2)=[NH:30].[CH3:31][CH2:32][O:33][C:34](=[O:35])[CH3:36]>>[CH3:1][S:2][C:3]([C:4](=[N:5][c:6]1[cH:7][cH:8][c:9](-[c:12]2[n:13][o:14][c:15]([CH3:17])[n:16]2)[cH:10][cH:11]1)[c:18]1[cH:19][c:20]([O:28][CH3:29])[c:21]2[c:22]([cH:27]1)[CH2:23][O:24][CH2:25][O:26]2)=[NH:30]. Reported procedure: Following a procedure analogous to Example 1742a, 7-amino-1,3,4,5-tetrahydro-benzo[d]azepin-2-one and 2-(2,5-dichloro-pyrimidin-4-ylamino)-3,5,N-trimethyl-benzamide were converted to 2-[5-chloro-2-(2-oxo-2,3,4,5-tetrahydro-1H-benzo[d]azepin-7-ylamino)-pyrimidin-4-ylamino]-3,5,N-trimethyl-benzamide. TFA salt: 1H NMR (300 MHz, 5% CD3OD in CDCl3) δ 8.00 (s, 1H), 7.43 (s, 1H), 7.31 (s, 1H), 7.25 (s, 1H), 6.94 (s, 2H), 3.58 (bs, 2H), 3.12 (s, 2H), 3.06 (t, 2H), 2.90 (s, 3H), 2.44 (s, 3H), 2.21 (s, 3H... As a reaction SMILES: [NH2:1][C:2]1[CH:13]=[CH:12][C:5]2[CH2:6][C:7](=[O:11])[NH:8][CH2:9][CH2:10][C:4]=2[CH:3]=1.Cl[C:15]1[N:20]=[C:19]([NH:21][C:22]2[C:31]([CH3:32])=[CH:30][C:29]([CH3:33])=[CH:28][C:23]=2[C:24]([NH:26][CH3:27])=[O:25])[C:18]([Cl:34])=[CH:17][N:16]=1>>[Cl:34][C:18]1[C:19]([NH:21][C:22]2[C:31]([CH3:32])=[CH:30][C:29]([CH3:33])=[CH:28][C:23]=2[C:24]([NH:26][CH3:27])=[O:25])=[N:20][C:15]([NH:1][C:2]2[CH:13]=[CH:12][C:5]3[CH2:6][C:7](=[O:11])[NH:8][CH2:9][CH2:10][C:4]=3[CH:3]=2)=[N:16][CH:17]=1. The product is ClC=1C(=NC(=NC1)NC1=CC2=C(CC(NCC2)=O)C=C1)NC1=C(C(=O)NC)C=C(C=C1C)C (2-[5-Chloro-2-(2-oxo-2,3,4,5-tetrahydro-1H-benzo[d]azepin-7-ylamino)-pyrimidin-4-ylamino]-3,5,N-trimethyl-benzamide). The reactants are NC1=CC2=C(CC(NCC2)=O)C=C1 (7-amino-1,3,4,5-tetrahydro-benzo[d]azepin-2-one), ClC1=NC=C(C(=N1)NC1=C(C(=O)NC)C=C(C=C1C)C)Cl (2-(2,5-dichloro-pyrimidin-4-ylamino)-3,5,N-trimethyl-benzamide), 2-[5-chloro-2-(2-oxo-2,3,4,5-tetrahydro-1H-benzo[d]azepin-7-ylamino)-pyrimidin-4-ylamino]-3,5,N-trimethyl-benzamide. TFA salt.